This data is from the Open Reaction Database (ORD), a public repository of structured organic reaction records. The task is: describe an organic reaction: reactants, conditions, products, and yield The reactants are C12(CC3CC(CC(C1)C3)C2)CNC(=O)C=2C(=NN(C2)C2=NC=C(C(=N2)Br)C)C (1-(4-bromo-5-methyl-pyrimidin-2-yl)-3-methyl-1H-pyrazole-4-carboxylic acid (adamantan-1-ylmethyl)-amide), CN(C)C=O (DMF), CCOC(=O)C (EtOAc). The reagents and catalysts are [C-]#N.[Zn+2].[C-]#N (zinc cyanide), C=1C=CC(=CC1)[P](C=2C=CC=CC2)(C=3C=CC=CC3)[Pd]([P](C=4C=CC=CC4)(C=5C=CC=CC5)C=6C=CC=CC6)([P](C=7C=CC=CC7)(C=8C=CC=CC8)C=9C=CC=CC9)[P](C=1C=CC=CC1)(C=1C=CC=CC1)C=1C=CC=CC1 (Pd(PPh3)4). Solvent: [Cl-].[Na+].O (brine). Product: C12(CC3CC(CC(C1)C3)C2)CNC(=O)C=2C(=NN(C2)C2=NC=C(C(=N2)C#N)C)C (1-(4-Cyano-5-methyl-pyrimidin-2-yl)-3-methyl-1H-pyrazole-4-carboxylic acid (adamantan-1-ylmethyl)-amide). RXN SMILES: [C:1]12([CH2:11][NH:12][C:13]([C:15]3[C:16]([CH3:28])=[N:17][N:18]([C:20]4[N:25]=[C:24](Br)[C:23]([CH3:27])=[CH:22][N:21]=4)[CH:19]=3)=[O:14])[CH2:10][CH:5]3[CH2:6][CH:7]([CH2:9][CH:3]([CH2:4]3)[CH2:2]1)[CH2:8]2.CCOC(C)=O.[CH3:35][N:36](C=O)C>[Cl-].[Na+].O.[C-]#N.[Zn+2].[C-]#N.C1C=CC([P]([Pd]([P](C2C=CC=CC=2)(C2C=CC=CC=2)C2C=CC=CC=2)([P](C2C=CC=CC=2)(C2C=CC=CC=2)C2C=CC=CC=2)[P](C2C=CC=CC=2)(C2C=CC=CC=2)C2C=CC=CC=2)(C2C=CC=CC=2)C2C=CC=CC=2)=CC=1>[C:1]12([CH2:11][NH:12][C:13]([C:15]3[C:16]([CH3:28])=[N:17][N:18]([C:20]4[N:25]=[C:24]([C:35]#[N:36])[C:23]([CH3:27])=[CH:22][N:21]=4)[CH:19]=3)=[O:14])[CH2:10][CH:5]3[CH2:6][CH:7]([CH2:9][CH:3]([CH2:4]3)[CH2:2]1)[CH2:8]2 |f:3.4.5,6.7.8,^1:51,53,72,91|. Procedure details: A solution of 1-(4-bromo-5-methyl-pyrimidin-2-yl)-3-methyl-1H-pyrazole-4-carboxylic acid (adamantan-1-ylmethyl)-amide (1.05 g, 2.4 mmol), zinc cyanide (328 mg, 2.8 mmol) and Pd(PPh3)4 (240 mg) in DMF (12 mL) is heated at 90° C. for 12 h. The mixture is cooled to RT and EtOAc and brine are added. The mixture is filtered through Celite, and the organic layer is separated, washed with brine, dried and evaporated. Purification by flash chromatography, eluting with a mixture of 5% MeOH and 1% TEA in ... Starting materials: [Na] (Sodium), CO (methanol), ClC1=NC=CC(=C1)C#N (2-chloro-4-cyanopyridine). The product is COC1=NC=CC(=C1)C#N (2-methoxy-4-cyanopyridine). Isolated yield 51.0%. As a reaction SMILES: [Na].Cl[C:3]1[CH:8]=[C:7]([C:9]#[N:10])[CH:6]=[CH:5][N:4]=1.[CH3:11][OH:12]>>[CH3:11][O:12][C:3]1[CH:8]=[C:7]([C:9]#[N:10])[CH:6]=[CH:5][N:4]=1 |^1:0|. Reported procedure: Sodium (20.8 g) was dissolved in methanol (285 ml), a solution of 2-chloro-4-cyanopyridine (115.53 g) in methanoldioxan (1:1, 850 ml) was added and the mixture was boiled under reflux for 21/2 hours and was allowed to cool. The mixture was filtered and the volume of the filtrate was reduced by evaporation in 200 ml and water (400 ml) was added. The solid which precipitated out was filtered off to give 2-methoxy-4-cyanopyridine (57.2 g, 51%), m.p. 93-95.5°. Reactants: N1CCC2(CC1)OCC1=C2C=CC=C1 (3H-spiro[2-benzofuran-1,4′-piperidine]), IC1=CC=C(OCCCN2CCCCC2)C=C1 (1-[3-(4-iodophenoxy)propyl]piperidine), CC(C)([O-])C.[Na+] (sodium tert-butoxide). Reagents/catalysts: C=1C=CC(=CC1)/C=C/C(=O)/C=C/C2=CC=CC=C2.C=1C=CC(=CC1)/C=C/C(=O)/C=C/C2=CC=CC=C2.C=1C=CC(=CC1)/C=C/C(=O)/C=C/C2=CC=CC=C2.[Pd].[Pd] (Pd2(dba)3), CC1(C2=CC=CC(=C2OC=2C(=CC=CC12)P(C1=CC=CC=C1)C1=CC=CC=C1)P(C1=CC=CC=C1)C1=CC=CC=C1)C (9,9-dimethyl-4,5-bis(diphenylphosphino)xanthene). The solvent is O1CCOCC1 (1,4-dioxane). Product: N1(CCCCC1)CCCOC1=CC=C(C=C1)N1CCC2(CC1)OCC1=C2C=CC=C1 (1′-[4-(3-piperidin-1-ylpropoxy)phenyl]-3H-spiro[2-benzofuran-1,4′-piperidine]). Isolated yield 25.7%. RXN SMILES: [NH:1]1[CH2:6][CH2:5][C:4]2([C:10]3[CH:11]=[CH:12][CH:13]=[CH:14][C:9]=3[CH2:8][O:7]2)[CH2:3][CH2:2]1.I[C:16]1[CH:31]=[CH:30][C:19]([O:20][CH2:21][CH2:22][CH2:23][N:24]2[CH2:29][CH2:28][CH2:27][CH2:26][CH2:25]2)=[CH:18][CH:17]=1.CC(C)([O-])C.[Na+]>O1CCOCC1.C1C=CC(/C=C/C(/C=C/C2C=CC=CC=2)=O)=CC=1.C1C=CC(/C=C/C(/C=C/C2C=CC=CC=2)=O)=CC=1.C1C=CC(/C=C/C(/C=C/C2C=CC=CC=2)=O)=CC=1.[Pd].[Pd].CC1(C)C2C=CC=C(P(C3C=CC=CC=3)C3C=CC=CC=3)C=2OC2C1=CC=CC=2P(C1C=CC=CC=1)C1C=CC=CC=1>[N:24]1([CH2:23][CH2:22][CH2:21][O:20][C:19]2[CH:18]=[CH:17][C:16]([N:1]3[CH2:6][CH2:5][C:4]4([C:10]5[CH:11]=[CH:12][CH:13]=[CH:14][C:9]=5[CH2:8][O:7]4)[CH2:3][CH2:2]3)=[CH:31][CH:30]=2)[CH2:29][CH2:28][CH2:27][CH2:26][CH2:25]1 |f:2.3,5.6.7.8.9|. Reported procedure: 3H-spiro[2-benzofuran-1,4′-piperidine] (131 mg, 0.695 mmol), 1-[3-(4-iodophenoxy)propyl]piperidine (200 mg, 0.58 mmol) prepared in Reference Example (2), sodium tert-butoxide (78 mg, 0.812 mmol), Pd2(dba)3 (5 mg, 0.0058 mmol), 9,9-dimethyl-4,5-bis(diphenylphosphino)xanthene (7 mg, 0.0116 mmol) were mixed, and stirred overnight in 1,4-dioxane in a nitrogen atmosphere at 60° C. The reaction solution was filtered under suction through Celite, diluted with ethyl acetate, washed with water and satura... Reactants: O=C1CCC2(CC1)OCCO2, CO, Fc1ccc2[nH]ccc2c1, [K+], [OH-]. Yields the product Fc1ccc2[nH]cc(C3=CCC4(CC3)OCCO4)c2c1. RXN SMILES: [CH2:11]1[CH2:12][O:13][C:14]2([CH2:15][CH2:16][C:17](=[O:20])[CH2:18][CH2:19]2)[O:21]1.[CH3:24][OH:25].[F:1][c:2]1[cH:3][c:4]2[cH:5][cH:6][nH:7][c:8]2[cH:9][cH:10]1.[K+:23].[OH-:22]>>[F:1][c:2]1[cH:3][c:4]2[c:5]([C:17]3=[CH:16][CH2:15][C:14]4([O:13][CH2:12][CH2:11][O:21]4)[CH2:19][CH2:18]3)[cH:6][nH:7][c:8]2[cH:9][cH:10]1. Starting materials: BrC1=CC=C2C=3C=CN=CC3NC2=C1 (7-bromo-β-carboline), BrC1=CC=C2C=3CCNC(C3NC2=C1)C(=O)OCC (7-bromo-1-ethoxycarbonyl-1,2,3,4-tetrahydro-β-carboline), BrC1=CC=C2C=3CCNC(C3NC2=C1)C(=O)OCC1=CC=CC=C1 (7-bromo-1-benzyloxycarbonyl-1,2,3,4-tetrahydro-β-carboline), ( I ), BrC1=CC=C2C=3CCNC(C3NC2=C1)(C(=O)OC)C.BrC1=CC=C2C=3CCNC(C3NC2=C1)(C(=O)OCC)C (7-bromo-1-methyl-1-methoxycarbonyl-1,2,3,4-tetrahydro-β-carboline 7-bromo-1-methyl-1-ethoxycarbonyl-1,2,3,4-tetrahydro-β-carboline). Yields the product CC[C@@]12CCCN3[C@@H]1C4=C(CC3)C5=C(N4[C@](C2)(C(=O)OC)O)C=C(C=C5)Br (11-bromovincamine). As a reaction SMILES: [Br:1][C:2]1[CH:14]=[C:13]2[C:5]([C:6]3[CH:7]=[CH:8][N:9]=[CH:10][C:11]=3[NH:12]2)=[CH:4][CH:3]=1.BrC1C=C2[C:19]([C:20]3[CH2:21][CH2:22]N[C:24](C)([C:29]([O:31][CH3:32])=[O:30])[C:25]=3N2)=[CH:18][CH:17]=1.BrC1C=C2C(C3CCNC(C)(C(OCC)=[O:49])C=3N2)=CC=1.BrC1C=C2C(C3CCNC(C(OCC)=O)C=3N2)=CC=1.BrC1C=C2C(C3CCNC(C(OCC4C=CC=CC=4)=O)C=3N2)=CC=1>>[CH3:22][CH2:21][C@:20]12[CH2:25][C@:24]([OH:49])([C:29]([O:31][CH3:32])=[O:30])[N:12]3[C:11]4=[C:6]([C:5]5[CH:4]=[CH:3][C:2]([Br:1])=[CH:14][C:13]=53)[CH2:7][CH2:8][N:9]([C@@H:10]14)[CH2:17][CH2:18][CH2:19]2 |f:1.2|. Reported procedure: The method as claimed in claim 1, wherein the 7-bromo-β-carboline compound of the formula (I) is selected from the group consisting of 7-bromo-1-methyl-1-methoxycarbonyl-1,2,3,4-tetrahydro-β-carboline-7-bromo-1-methyl-1-ethoxycarbonyl-1,2,3,4-tetrahydro-β-carboline, 7-bromo-1-ethoxycarbonyl-1,2,3,4-tetrahydro-β-carboline and 7-bromo-1-benzyloxycarbonyl-1,2,3,4-tetrahydro-β-carboline.